Dataset: the Open Reaction Database (ORD), a public repository of structured organic reaction records. Task: describe an organic reaction: reactants, conditions, products, and yield The reactants are resultant solution, [H][H] (hydrogen), N(=[N+]=[N-])CC12OC(C(CC1)(CC2)C)=O (1-azidomethyl-4-methyl-2-oxabicyclo[2.2.2]octan-3-one). Reagents/catalysts: [Pt](=O)=O (platinum dioxide). The solvent is C(C)O (ethanol). Product: NCC12OC(C(CC1)(CC2)C)=O (1-aminomethyl-4-methyl-2-oxabicyclo[2.2.2]-octan-3-one). Isolated yield 84.6%. RXN SMILES: [N:1]([CH2:4][C:5]12[CH2:12][CH2:11][C:8]([CH3:13])([CH2:9][CH2:10]1)[C:7](=[O:14])[O:6]2)=[N+]=[N-].[H][H]>C(O)C.[Pt](=O)=O>[NH2:1][CH2:4][C:5]12[CH2:12][CH2:11][C:8]([CH3:13])([CH2:9][CH2:10]1)[C:7](=[O:14])[O:6]2. Procedure: 0.025 g of platinum dioxide was added to a solution of 0.6 g of 1-azidomethyl-4-methyl-2-oxabicyclo[2.2.2]octan-3-one (Example 29) in 30 ml of ethanol. The resultant solution was reacted for 14 hours under 3.5 atom hydrogen gas. After reaction, the catalyst was filtered out, and the solvent was removed in vacuo from the filtrate. As a result, 0.44 g of 1-aminomethyl-4-methyl-2-oxabicyclo[2.2.2]-octan-3-one was obtained as a pale yellow oil, which had the following physiochemical properties: Starting materials: C(C1=CC=CC=C1)OC(=O)N1C(CNCC1)C(=O)O ((±)-benzyloxycarbonyl-2-piperazinecarboxylic acid), [OH-].[Na+] (sodium hydroxide), O1CCOCC1.O (dioxane water), Cl (hydrochloric acid), COC1=CC=C(C=C1)S(=O)(=O)Cl (4-methoxybenzenesulfonyl chloride). Run at time 1 hour. Product: COC1=CC=C(C=C1)S(=O)(=O)N1C(CN(CC1)C(=O)OCC1=CC=CC=C1)C(=O)O ((±)-1-(4-methoxybenzenesulfonyl)-4-benzyloxycarbonyl-2-piperazinecarboxylic acid). Reaction SMILES: [CH2:1]([O:8][C:9]([N:11]1[CH2:16][CH2:15][NH:14][CH2:13][CH:12]1C(O)=O)=[O:10])[C:2]1[CH:7]=[CH:6][CH:5]=[CH:4][CH:3]=1.[OH-:20].[Na+].[CH3:22][O:23][C:24]1[CH:29]=[CH:28][C:27]([S:30](Cl)(=[O:32])=[O:31])=[CH:26][CH:25]=1.Cl.[O:35]1[CH2:40]COCC1.O>>[CH3:22][O:23][C:24]1[CH:29]=[CH:28][C:27]([S:30]([N:14]2[CH2:13][CH2:12][N:11]([C:9]([O:8][CH2:1][C:2]3[CH:3]=[CH:4][CH:5]=[CH:6][CH:7]=3)=[O:10])[CH2:16][CH:15]2[C:40]([OH:35])=[O:20])(=[O:32])=[O:31])=[CH:26][CH:25]=1 |f:1.2,5.6|. Procedure details: To a solution of (±)-benzyloxycarbonyl-2-piperazinecarboxylic acid (1.90 grams, 7.2 mmol) in dioxane-water (10 ml, ca. 1:1) is added 1N sodium hydroxide solution (15 ml, 15 mmol) followed by 4-methoxybenzenesulfonyl chloride. The solution is stirred for 1 hour, acidified with 1N hydrochloric acid and extracted with ethyl acetate. The combined extracts are dried (sodium sulfate), filtered and concentrated. The crude product is purified by silica gel chromatography (eluton with 2:1 ethyl acetate-h... The reactants are NC1=C(C=CC=C1F)C1=CC(=C(C=C1)[C@@H](C)NC(=O)C1(CC1)NC(C(F)(F)F)=O)F (N-[(1R)-1-(2′-amino-3,3′-difluoro-1,1′-biphenyl-4-yl)ethyl]-1-[(trifluoroacetyl)amino]cyclopropanecarboxamide), [OH-].[Na+] (NaOH). Solvent: CO (methanol). Reaction conditions: time 4 day. Yields the product NC1(CC1)C(=O)N[C@H](C)C1=C(C=C(C=C1)C1=C(C(=CC=C1)F)N)F (1-amino-N-[(1R)-1-(2′-amino-3,3′-difluoro-1,1′-biphenyl-4-yl)ethyl]cyclopropanecarboxamide). As a reaction SMILES: [NH2:1][C:2]1[C:7]([F:8])=[CH:6][CH:5]=[CH:4][C:3]=1[C:9]1[CH:14]=[CH:13][C:12]([C@H:15]([NH:17][C:18]([C:20]2([NH:23]C(=O)C(F)(F)F)[CH2:22][CH2:21]2)=[O:19])[CH3:16])=[C:11]([F:30])[CH:10]=1.[OH-].[Na+]>CO>[NH2:23][C:20]1([C:18]([NH:17][C@@H:15]([C:12]2[CH:13]=[CH:14][C:9]([C:3]3[CH:4]=[CH:5][CH:6]=[C:7]([F:8])[C:2]=3[NH2:1])=[CH:10][C:11]=2[F:30])[CH3:16])=[O:19])[CH2:22][CH2:21]1 |f:1.2|. Reported procedure: To a solution of N-[(1R)-1-(2′-amino-3,3′-difluoro-1,1′-biphenyl-4-yl)ethyl]-1-[(trifluoroacetyl)amino]cyclopropanecarboxamide (174 mg 0.407 mmol) in methanol (2 ml) was added 1.0N NaOH (2 ml, 2 mmol) and stirred at room temperature 4 days. This mixture was concentrated under vacuum to a 2 ml volume and extracted with methylene chloride (2×10 ml). The combined extracts were washed with water (1 ml), dried over MgSO4, filtered and the solvent removed in vacuo to give 1-amino-N-[(1R)-1-(2′-amino-3...